describe an organic reaction: reactants, conditions, products, and yield From a dataset of the Open Reaction Database (ORD), a public repository of structured organic reaction records. Starting materials: COC(CCC1=CC(=CC=C1)NC=1C2=C(N=CN1)OC(=C2C2=CC=C(C=C2)OC)C2=CC=CC=C2)=O (3-(3-{[5-(4-methoxyphenyl)-6-phenylfuro[2,3-d]-pyrimidin-4-yl]amino}phenyl)propanoic acid methyl ester), [OH-].[Na+] (sodium hydroxide), Cl (hydrochloric acid). Solvent: C1CCOC1 (THF). Run at temperature 50 celsius, time 1 hour. Yields the product COC1=CC=C(C=C1)C1=C(OC=2N=CN=C(C21)NC=2C=C(C=CC2)CCC(=O)O)C2=CC=CC=C2 (3-(3-{[5-(4-Methoxyphenyl)-6-phenylfuro[2,3-d]pyrimidin-4-yl]amino}phenyl)propanoic acid). RXN SMILES: C[O:2][C:3](=[O:36])[CH2:4][CH2:5][C:6]1[CH:11]=[CH:10][CH:9]=[C:8]([NH:12][C:13]2[C:14]3[C:21]([C:22]4[CH:27]=[CH:26][C:25]([O:28][CH3:29])=[CH:24][CH:23]=4)=[C:20]([C:30]4[CH:35]=[CH:34][CH:33]=[CH:32][CH:31]=4)[O:19][C:15]=3[N:16]=[CH:17][N:18]=2)[CH:7]=1.[OH-].[Na+].Cl>C1COCC1>[CH3:29][O:28][C:25]1[CH:24]=[CH:23][C:22]([C:21]2[C:14]3[C:13]([NH:12][C:8]4[CH:7]=[C:6]([CH2:5][CH2:4][C:3]([OH:36])=[O:2])[CH:11]=[CH:10][CH:9]=4)=[N:18][CH:17]=[N:16][C:15]=3[O:19][C:20]=2[C:30]2[CH:35]=[CH:34][CH:33]=[CH:32][CH:31]=2)=[CH:27][CH:26]=1 |f:1.2|. Procedure details: Initially charge 1000 mg (2.085 mmol) of 3-(3-{[5-(4-methoxyphenyl)-6-phenylfuro[2,3-d]-pyrimidin-4-yl]amino}phenyl)propanoic acid methyl ester in 30 ml of THF and add 6.3 ml of 1N sodium hydroxide solution at RT. Stir the mixture at 50° C. for 1 h and then, after cooling, acidify slightly with 1N hydrochloric acid. Filter off the precipitated solid with suction, wash repeatedly with water and dry at 40° C. under high vacuum overnight. 934.5 mg (96.3% of theory) of the target product are obtaine... The reactants are IC1=C(NC(C)=O)C=CC(=C1)[N+](=O)[O-] (2'-iodo-4'-nitroacetanilide), copper bronze. Run in CN(C)C=O (N,N'-dimethylformamide). Run at temperature 150 celsius. Product: C(C)(=O)NC1=C(C=C(C=C1)[N+](=O)[O-])C1=C(C=CC(=C1)[N+](=O)[O-])NC(C)=O (2,2'-bis-(acetamido)-5,5'-dinitrobiphenyl). Isolated yield 116.1%. Reaction SMILES: I[C:2]1[CH:11]=[C:10]([N+:12]([O-:14])=[O:13])[CH:9]=[CH:8][C:3]=1[NH:4][C:5](=[O:7])[CH3:6]>CN(C=O)C>[C:5]([NH:4][C:3]1[CH:8]=[CH:9][C:10]([N+:12]([O-:14])=[O:13])=[CH:11][C:2]=1[C:2]1[CH:11]=[C:10]([N+:12]([O-:14])=[O:13])[CH:9]=[CH:8][C:3]=1[NH:4][C:5](=[O:7])[CH3:6])(=[O:7])[CH3:6]. Procedure: A mixture of 2'-iodo-4'-nitroacetanilide (II) (50.02 g, 0.164 mole), copper-bronze (87.9 g) and N,N'-dimethylformamide (350 ml) was stirred and heated at 150° C. under nitrogen for 1 hour and filtered. The filter cake was washed with tetrahydrofuran, and the combined filtrate and washings were concentrated under vacuum to 100 ml and poured, with stirring, into 1200 ml of concentrated ammonium hydroxide. The resultant precipitate was filtered, washed with water, and dried at 100° C. and 1 mm Hg t... Reported procedure: To a −78° C. solution of 7-bromo-5-(trifluoromethyl)-1H-indole (8.77 g, 33.2 mmol) in tetrahydrofuran (200 mL), n-BuLi (1.6 M in hexanes, 72.7 mL, 116 mmol) was added slowly. The reaction was warmed to 0° C. and stirred for 15 min. The reaction was recooled to −78° C., treated with dimethylformamide (12.9 mL, 166 mmol), warmed to ambient temperature, and stirred for 30 min. The reaction was quenched by slow addition of 1N hydrochloric acid (50 mL) and was then extracted with ethyl acetate (2×40 ... Product: FC(C=1C=C2C=CNC2=C(C1)C=O)(F)F (5-(trifluoromethyl)-1H-indole-7-carbaldehyde). As a reaction SMILES: Br[C:2]1[CH:3]=[C:4]([C:11]([F:14])([F:13])[F:12])[CH:5]=[C:6]2[C:10]=1[NH:9][CH:8]=[CH:7]2.[Li]CCCC.CN(C)[CH:22]=[O:23]>O1CCCC1>[F:12][C:11]([F:14])([F:13])[C:4]1[CH:5]=[C:6]2[C:10](=[C:2]([CH:22]=[O:23])[CH:3]=1)[NH:9][CH:8]=[CH:7]2. The reactants are BrC=1C=C(C=C2C=CNC12)C(F)(F)F (7-bromo-5-(trifluoromethyl)-1H-indole), [Li]CCCC (n-BuLi), CN(C=O)C (dimethylformamide). Yield: 84.0%. Run in O1CCCC1 (tetrahydrofuran). Conditions: temperature 0 celsius, time 15 minute. Starting materials: C(C)(C)(C)OC(NC1=C(C=C(C(=C1)OCC(F)(F)F)C(F)(F)F)NC(CC(=O)C1=CC(=CC=C1)C=1C=NC(=CC1C)C1CC1)=O)=O ([2-{3-[3-(6-Cyclopropyl-4-methyl-pyridin-3-yl)-phenyl]-3-oxo-propionylamino}-5-(2,2,2-trifluoro-ethoxy)-4-trifluoromethyl-phenyl]-carbamic acid tert-butyl ester), C(=O)(C(F)(F)F)O (TFA). The solvent is C(Cl)Cl (CH2Cl2). The product is C1(CC1)C1=CC(=C(C=N1)C=1C=C(C=CC1)C1=NC2=C(NC(C1)=O)C=C(C(=C2)OCC(F)(F)F)C(F)(F)F)C (4-[3-(6-Cyclopropyl-4-methyl-pyridin-3-yl)-phenyl]-7-(2,2,2-trifluoro-ethoxy)-8-trifluoromethyl-1,3-dihydro-benzo[b][1,4]diazepin-2-one), solid. Yield: 82.0%. RXN SMILES: C(OC(=O)[NH:7][C:8]1[CH:13]=[C:12]([O:14][CH2:15][C:16]([F:19])([F:18])[F:17])[C:11]([C:20]([F:23])([F:22])[F:21])=[CH:10][C:9]=1[NH:24][C:25](=[O:45])[CH2:26][C:27]([C:29]1[CH:34]=[CH:33][CH:32]=[C:31]([C:35]2[CH:36]=[N:37][C:38]([CH:42]3[CH2:44][CH2:43]3)=[CH:39][C:40]=2[CH3:41])[CH:30]=1)=O)(C)(C)C.C(O)(C(F)(F)F)=O>C(Cl)Cl>[CH:42]1([C:38]2[N:37]=[CH:36][C:35]([C:31]3[CH:30]=[C:29]([C:27]4[CH2:26][C:25](=[O:45])[NH:24][C:9]5[CH:10]=[C:11]([C:20]([F:21])([F:22])[F:23])[C:12]([O:14][CH2:15][C:16]([F:19])([F:17])[F:18])=[CH:13][C:8]=5[N:7]=4)[CH:34]=[CH:33][CH:32]=3)=[C:40]([CH3:41])[CH:39]=2)[CH2:43][CH2:44]1. Procedure: The title compound was prepared from [2-{3-[3-(6-cyclopropyl-4-methyl-pyridin-3-yl)-phenyl]-3-oxo-propionylamino}-5-(2,2,2-trifluoro-ethoxy)-4-trifluoromethyl-phenyl]-carbamic acid tert-butyl ester (Example M228) (305 mg, 0.47 mmol) by treatment with TFA in CH2Cl2 according to the general procedure N. Obtained as an off-white solid (206 mg, 82%). The reactants are CC#N, C#CC1CCC(C#N)N1C(=O)CCl, NC1(CO)CCCC1. The product is C#CC1CCC(C#N)N1C(=O)CNC1(CO)CCCC1. As a reaction SMILES: [CH3:22][C:23]#[N:24].[Cl:1][CH2:2][C:3](=[O:4])[N:5]1[CH:6]([C:12]#[N:13])[CH2:7][CH2:8][CH:9]1[C:10]#[CH:11].[NH2:14][C:15]1([CH2:20][OH:21])[CH2:16][CH2:17][CH2:18][CH2:19]1>>[CH2:2]([C:3](=[O:4])[N:5]1[CH:6]([C:12]#[N:13])[CH2:7][CH2:8][CH:9]1[C:10]#[CH:11])[NH:14][C:15]1([CH2:20][OH:21])[CH2:16][CH2:17][CH2:18][CH2:19]1. The reactants are COC(=O)c1ccc(C)cc1Oc1ccc(CNCCCc2ccccc2)cc1, COc1cc(C=O)cc(OC)c1OC. The product is COC(=O)c1ccc(C)cc1Oc1ccc(CN(CCCc2ccccc2)Cc2cc(OC)c(OC)c(OC)c2)cc1. RXN SMILES: [CH3:15][O:16][C:17]([c:18]1[c:19]([O:25][c:26]2[cH:27][cH:28][c:29]([CH2:32][NH:33][CH2:34][CH2:35][CH2:36][c:37]3[cH:38][cH:39][cH:40][cH:41][cH:42]3)[cH:30][cH:31]2)[cH:20][c:21]([CH3:24])[cH:22][cH:23]1)=[O:43].[CH3:1][O:2][c:3]1[cH:4][c:5]([CH:6]=[O:7])[cH:8][c:9]([O:13][CH3:14])[c:10]1[O:11][CH3:12]>>[CH3:1][O:2][c:3]1[cH:4][c:5]([CH2:6][N:33]([CH2:32][c:29]2[cH:28][cH:27][c:26]([O:25][c:19]3[c:18]([C:17]([O:16][CH3:15])=[O:43])[cH:23][cH:22][c:21]([CH3:24])[cH:20]3)[cH:31][cH:30]2)[CH2:34][CH2:35][CH2:36][c:37]2[cH:38][cH:39][cH:40][cH:41][cH:42]2)[cH:8][c:9]([O:13][CH3:14])[c:10]1[O:11][CH3:12]. RXN SMILES: [Br:1][c:2]1[s:3][cH:4][c:5]([C:7](=[O:8])[OH:9])[n:6]1.[CH2:20]1[O:21][CH2:22][CH2:23][CH2:24]1.[Cl:10][C:11]([O:12][CH2:13][CH3:14])=[O:15].[N-:16]=[N+:17]=[N-:18].[Na+:19].[OH2:25]>>[Br:1][c:2]1[s:3][cH:4][c:5]([C:7](=[O:9])[N:16]=[N+:17]=[N-:18])[n:6]1. The reactants are O=C(O)c1csc(Br)n1, C1CCOC1, CCOC(=O)Cl, [N-]=[N+]=[N-], [Na+], O. Product: [N-]=[N+]=NC(=O)c1csc(Br)n1. Starting materials: BrC1=CN=C(C=2N1C=C(N2)\C=C\C2=NC1=CC=CC=C1C=C2)N2CCOCC2 ((E)-4-(5-Bromo-2-(2-(quinolin-2-yl)vinyl)imidazo[1,2-a]pyrazin-8-yl)morpholine), CC1(OB(OC1(C)C)C=1C=CC(=NC1)C#N)C (5-(4,4,5,5-Tetramethyl-1,3,2-dioxaborolan-2-yl)picolinonitrile). The product is O1CCN(CC1)C=1C=2N(C(=CN1)C=1C=CC(=NC1)C#N)C=C(N2)\C=C\C2=NC1=CC=CC=C1C=C2 ((E)-5-(8-Morpholino-2-(2-(quinolin-2-yl)vinyl)imidazo[1,2-a]pyrazin-5-yl)picolinonitrile). Yield: 59.0%. RXN SMILES: Br[C:2]1[N:7]2[CH:8]=[C:9](/[CH:11]=[CH:12]/[C:13]3[CH:22]=[CH:21][C:20]4[C:15](=[CH:16][CH:17]=[CH:18][CH:19]=4)[N:14]=3)[N:10]=[C:6]2[C:5]([N:23]2[CH2:28][CH2:27][O:26][CH2:25][CH2:24]2)=[N:4][CH:3]=1.CC1(C)C(C)(C)OB([C:37]2[CH:38]=[CH:39][C:40]([C:43]#[N:44])=[N:41][CH:42]=2)O1>>[O:26]1[CH2:27][CH2:28][N:23]([C:5]2[C:6]3[N:7]([CH:8]=[C:9](/[CH:11]=[CH:12]/[C:13]4[CH:22]=[CH:21][C:20]5[C:15](=[CH:16][CH:17]=[CH:18][CH:19]=5)[N:14]=4)[N:10]=3)[C:2]([C:37]3[CH:38]=[CH:39][C:40]([C:43]#[N:44])=[N:41][CH:42]=3)=[CH:3][N:4]=2)[CH2:24][CH2:25]1. Reported procedure: Compound 2b (800 mg, 1.84 mmol) was subjected to Suzuki coupling conditions with compound 1f using the reaction conditions described in Example 1, Step G to obtain compound 2c as a yellow solid (500 mg, 59% yield). Mass Spectrum (LCMS, ESI pos.): Calcd. for C27H21N7O: 460.2 (M+H). found: 460.3. Reactants: Cl (HCl), COC1=CC=C(C=O)C=C1 (4-methoxybenzaldehyde), COC=1C=C(C=C(C1OC)OC)C(CC)=O (1-(3,4,5-trimethoxyphenyl)propan-1-one), [OH-].[Na+] (NaOH), CO (methanol). Run at time 24 hour. Yields the product COC1=CC=C(C=C1)\C=C(\C(=O)C1=CC(=C(C(=C1)OC)OC)OC)/C ((E)-1-(4-Methoxyphenyl)-2-methyl-3-(3,4,5-trimethoxyphenyl)prop-1-en-3-one). RXN SMILES: [CH3:1][O:2][C:3]1[CH:10]=[CH:9][C:6](C=O)=[CH:5][CH:4]=1.[CH3:11][O:12][C:13]1[CH:14]=[C:15]([C:23](=[O:26])[CH2:24][CH3:25])[CH:16]=[C:17]([O:21][CH3:22])[C:18]=1[O:19][CH3:20].[OH-].[Na+].Cl.[CH3:30]O>>[CH3:1][O:2][C:3]1[CH:10]=[CH:9][C:6](/[CH:25]=[C:24](\[CH3:30])/[C:23]([C:15]2[CH:16]=[C:17]([O:21][CH3:22])[C:18]([O:19][CH3:20])=[C:13]([O:12][CH3:11])[CH:14]=2)=[O:26])=[CH:5][CH:4]=1 |f:2.3|. Procedure: To a stirred solution of 4-methoxybenzaldehyde (1.0 g, 7.3 mmol) and 1-(3,4,5-trimethoxyphenyl)propan-1-one (1.64 g, 7.3 mmol) in methanol (30 ml) was added a 50% w/v solution of aqueous NaOH (1 ml). The mixture was stirred for 24 hours at room temperature, acidified with 2N HCl and extracted with ethyl acetate (3×30 ml). The combined organic phase was dried over anhydrous MgSO4, filtered, and concentrated in vacuo. The product was purified by column chromatography using hexane/ethylacetate (4:1...